Dataset: the Open Reaction Database (ORD), a public repository of structured organic reaction records. Task: describe an organic reaction: reactants, conditions, products, and yield Starting materials: BrC1=C(CN(C2=CC=CC=C2)C2=CC=CC=C2)C=CC=C1 ((2-bromobenzyl)diphenylamine), C([O-])([O-])=O.[K+].[K+] (potassium carbonate). The reagents and catalysts are [Br-].C(C1=CC=CC=C1)[N+](C)(C)C (benzyltrimethylammonium bromide), CC(=O)O.CC(=O)O.[Pd] (Pd(OAC)2). The solvent is CN(C=O)C (dimethylformamide). Run at temperature 120 celsius, time 9 hour. Yields the product C1(=CC=CC=C1)N1C=2C=CC=CC2C2=CC=CC=C2C1 (5-Phenyl-5,6-dihydrophenanthridine). As a reaction SMILES: Br[C:2]1[CH:21]=[CH:20][CH:19]=[CH:18][C:3]=1[CH2:4][N:5]([C:12]1[CH:17]=[CH:16][CH:15]=[CH:14][CH:13]=1)[C:6]1[CH:11]=[CH:10][CH:9]=[CH:8][CH:7]=1.C(=O)([O-])[O-].[K+].[K+]>CN(C)C=O.[Br-].C([N+](C)(C)C)C1C=CC=CC=1.CC(O)=O.CC(O)=O.[Pd]>[C:6]1([N:5]2[CH2:4][C:3]3[C:18](=[CH:19][CH:20]=[CH:21][CH:2]=3)[C:13]3[CH:14]=[CH:15][CH:16]=[CH:17][C:12]2=3)[CH:11]=[CH:10][CH:9]=[CH:8][CH:7]=1 |f:1.2.3,5.6,7.8.9|. Procedure: 10 g (0.295 mol) of (2-bromobenzyl)diphenylamine are dissolved in 500 ml of dimethylformamide under protective atmosphere. 3.4 g (0.075 mol) of benzyltrimethylammonium bromide and 6.1 g (0.443 mol) of potassium carbonate are added to this solution. 0.99 g (0.004 mol) of Pd(OAC)2 is subsequently added under protective gas, and the mixture is stirred at 120° C. for 9 h. After this time, the reaction mixture is cooled to room temperature and extracted with dichloromethane. The combined organic phas... Starting materials: NC=1C(=NC(=CN1)Br)C1=CC(=C(C(=O)OC)C=C1)F (methyl 4-(3-amino-6-bromopyrazin-2-yl)-2-fluorobenzoate), C([O-])([O-])=O.[Na+].[Na+] (sodium carbonate), C(Cl)Cl (CH2Cl2), CC1(OB(OC1(C)C)C=1CCCN(C1)C(=O)OC(C)(C)C)C (tert-butyl 5-(4,4,5,5-tetramethyl-1,3,2-dioxaborolan-2-yl)-3,4-dihydropyridine-1(2H)-carboxylate). The reagents and catalysts are C1=CC=C(C=C1)P([C-]2C=CC=C2)C3=CC=CC=C3.C1=CC=C(C=C1)P([C-]2C=CC=C2)C3=CC=CC=C3.Cl[Pd]Cl.[Fe+2] (PdCl2(dppf)). Run in COCCOC (DME). Run at temperature 110 celsius. Product: NC=1N=CC(=NC1C1=CC(=C(C=C1)C(=O)OC)F)C=1CCCN(C1)C(=O)OC(C)(C)C (tert-butyl 5-(5-amino-6-(3-fluoro-4-(methoxycarbonyl)phenyl)pyrazin-2-yl)-3,4-dihydropyridine-1(2H)-carboxylate). Isolated yield 60.2%. RXN SMILES: [NH2:1][C:2]1[C:3]([C:9]2[CH:18]=[CH:17][C:12]([C:13]([O:15][CH3:16])=[O:14])=[C:11]([F:19])[CH:10]=2)=[N:4][C:5](Br)=[CH:6][N:7]=1.C(=O)([O-])[O-].[Na+].[Na+].CC1(C)C(C)(C)OB([C:34]2[CH2:35][CH2:36][CH2:37][N:38]([C:40]([O:42][C:43]([CH3:46])([CH3:45])[CH3:44])=[O:41])[CH:39]=2)O1.C(Cl)Cl>COCCOC.C1C=CC(P(C2C=CC=CC=2)[C-]2C=CC=C2)=CC=1.C1C=CC(P(C2C=CC=CC=2)[C-]2C=CC=C2)=CC=1.Cl[Pd]Cl.[Fe+2]>[NH2:1][C:2]1[N:7]=[CH:6][C:5]([C:36]2[CH2:35][CH2:34][CH2:39][N:38]([C:40]([O:42][C:43]([CH3:46])([CH3:45])[CH3:44])=[O:41])[CH:37]=2)=[N:4][C:3]=1[C:9]1[CH:18]=[CH:17][C:12]([C:13]([O:15][CH3:16])=[O:14])=[C:11]([F:19])[CH:10]=1 |f:1.2.3,7.8.9.10|. Reported procedure: To a mixture of methyl 4-(3-amino-6-bromopyrazin-2-yl)-2-fluorobenzoate (240 mg, 0.70 mmol) in DME (6 mL) and 2 M sodium carbonate (1.0 mL, 2.0 mmol) was added tert-butyl 5-(4,4,5,5-tetramethyl-1,3,2-dioxaborolan-2-yl)-3,4-dihydropyridine-1(2H)-carboxylate(180 mg, 0.582 mmol) followed by PdCl2(dppf).CH2Cl2 adduct (14.4 mg, 17.5 μmol). The reaction mixture was heated in microwave at 110° C. for 20 min. The reaction mixture was partitioned between ethylacetate and water. The organic layer was sepa...